From a dataset of the Open Reaction Database (ORD), a public repository of structured organic reaction records. describe an organic reaction: reactants, conditions, products, and yield The reactants are CN1C(CCC(C2=C1C=CC=C2)(C)C)=O (2,3,4,5-tetrahydro-1,5,5-trimethyl-2-oxo-1H-1-benzazepine), [N+](=O)(O)[O-] (nitric acid). The solvent is C(C)(=O)OC(C)=O (acetic anhydride), C(C)(=O)O (acetic acid), C(C)(=O)OC(C)=O (acetic anhydride). Conditions: time 3 day. Yields the product CN1C(CCC(C2=C1C=CC(=C2)[N+](=O)[O-])(C)C)=O (2,3,4,5-tetrahydro-1,5,5-trimethyl-7-nitro-2-oxo-1H-1-benzazepine). As a reaction SMILES: [N+:1]([O-:4])(O)=[O:2].[CH3:5][N:6]1[C:12]2[CH:13]=[CH:14][CH:15]=[CH:16][C:11]=2[C:10]([CH3:18])([CH3:17])[CH2:9][CH2:8][C:7]1=[O:19]>C(OC(=O)C)(=O)C.C(O)(=O)C>[CH3:5][N:6]1[C:12]2[CH:13]=[CH:14][C:15]([N+:1]([O-:4])=[O:2])=[CH:16][C:11]=2[C:10]([CH3:17])([CH3:18])[CH2:9][CH2:8][C:7]1=[O:19]. Procedure: 2.0 ml of 65% nitric acid were cautiously added dropwise to 7.1 ml of acetic anhydride at 0° C. This solution was added to a solution of 3.14 g of 2,3,4,5-tetrahydro-1,5,5-trimethyl-2-oxo-1H-1-benzazepine in 9.0 ml of acetic anhydride and 2.8 ml of glacial acetic acid. The reaction mixture was left to stand at room temperature for 3 days and then poured on ice, washed in succession with water, soda solution and water, dried and evaporated. Recrystallization from ethyl acetate/hexane yielded 3.39... Starting materials: N1CCCC2=CC=CC=C12 (1,2,3,4-tetrahydroquinoline), ClCC#N (chloroacetonitrile), C([O-])([O-])=O.[Na+].[Na+] (sodium carbonate). Run in C(Cl)Cl (methylene chloride). Yields the product C(#N)CN1CCCC2=CC=CC=C12 (N-cyanomethyl-1,2,3,4-tetrahydroquinoline). As a reaction SMILES: [NH:1]1[C:10]2[C:5](=[CH:6][CH:7]=[CH:8][CH:9]=2)[CH2:4][CH2:3][CH2:2]1.Cl[CH2:12][C:13]#[N:14].C(=O)([O-])[O-].[Na+].[Na+]>C(Cl)Cl>[C:13]([CH2:12][N:1]1[C:10]2[C:5](=[CH:6][CH:7]=[CH:8][CH:9]=2)[CH2:4][CH2:3][CH2:2]1)#[N:14] |f:2.3.4|. Reported procedure: 162 parts of 1,2,3,4-tetrahydroquinoline, 126 parts of chloroacetonitrile and 66 parts of sodium carbonate are stirred for 6 hours at a temperature of 105°-115° C. After cooling, the thick brown suspension is diluted with methylene chloride and filtered. After washing thoroughly with methylene chloride, the filtrate is concentrated as far as possible in a water jet vacuum and the residue is subsequently distilled. The main fraction boils at 148°-150° C. at a pressure of 1 torr. Starting materials: BrC=1C2=C(C=NC1)C=CO2 (7-bromofuro[3,2-c]pyridine), [OH-].[K+] (potassium hydroxide), C(C)(C)(C)P(C1=C(C(=C(C(=C1C)C)C)C)C1=C(C=C(C=C1C(C)C)C(C)C)C(C)C)C(C)(C)C (2-di-tert-butylphosphino-3,4,5,6-tetramethyl-2′,4′,6′-triisopropyl-1,1′-biphenyl). The reagents and catalysts are C=1C=CC(=CC1)/C=C/C(=O)/C=C/C2=CC=CC=C2.C=1C=CC(=CC1)/C=C/C(=O)/C=C/C2=CC=CC=C2.C=1C=CC(=CC1)/C=C/C(=O)/C=C/C2=CC=CC=C2.[Pd].[Pd] (Pd2(dba)3). Solvent: O (H2O), O1CCOCC1 (1,4-dioxane). Reaction conditions: temperature 100 celsius, time 8 hour. The product is O1C=CC=2C=NC=C(C21)O (Furo[3,2-c]pyridin-7-ol). Isolated yield 99.3%. RXN SMILES: Br[C:2]1[C:3]2[O:10][CH:9]=[CH:8][C:4]=2[CH:5]=[N:6][CH:7]=1.[OH-:11].[K+].C(P(C(C)(C)C)C1C(C)=C(C)C(C)=C(C)C=1C1C(C(C)C)=CC(C(C)C)=CC=1C(C)C)(C)(C)C>O.O1CCOCC1.C1C=CC(/C=C/C(/C=C/C2C=CC=CC=2)=O)=CC=1.C1C=CC(/C=C/C(/C=C/C2C=CC=CC=2)=O)=CC=1.C1C=CC(/C=C/C(/C=C/C2C=CC=CC=2)=O)=CC=1.[Pd].[Pd]>[O:10]1[C:3]2[C:2]([OH:11])=[CH:7][N:6]=[CH:5][C:4]=2[CH:8]=[CH:9]1 |f:1.2,6.7.8.9.10|. Reported procedure: A mixture of 7-bromofuro[3,2-c]pyridine (9.15 g, 46.2 mmol), potassium hydroxide (7.78 g, 139 mmol), Pd2(dba)3 (0.02 eq) and 2-di-tert-butylphosphino-3,4,5,6-tetramethyl-2′,4′,6′-triisopropyl-1,1′-biphenyl (0.08 eq) in H2O (22.5 mL) and 1,4-dioxane (22.5 mL) was vigorously stirred at 100° C. overnight. LC-MS showed completion of the reaction. The reaction mixture was washed with DCM (3×30 mL). The aqueous layer was neutralized and concentrated by freeze dryer. The resulting solid was washed with... Reactants: C1CCOC1, C[O-], O=[N+]([O-])c1c(F)cc(F)c(F)c1Nc1ccc(I)cc1F, [Na+]. Product: COc1cc(F)c(F)c(Nc2ccc(I)cc2F)c1[N+](=O)[O-]. Reaction SMILES: [CH2:25]1[O:26][CH2:27][CH2:28][CH2:29]1.[CH3:1][O-:2].[F:4][c:5]1[c:6]([NH:12][c:13]2[c:14]([F:24])[c:15]([F:23])[cH:16][c:17]([F:22])[c:18]2[N+:19](=[O:20])[O-:21])[cH:7][cH:8][c:9]([I:11])[cH:10]1.[Na+:3]>>[CH3:1][O:2][c:17]1[cH:16][c:15]([F:23])[c:14]([F:24])[c:13]([NH:12][c:6]2[c:5]([F:4])[cH:10][c:9]([I:11])[cH:8][cH:7]2)[c:18]1[N+:19](=[O:20])[O-:21]. Starting materials: C(C)(C)(C)C1=CC(=C(C=N1)C=1N([C@]([C@](N1)(C)C1=CC=C(C=C1)Cl)(C)C1=CC=C(C=C1)Cl)C(=O)Cl)OCC ((4S,5R)-2-(6-tert-butyl-4-ethoxy-pyridin-3-yl)-4,5-bis-(4-chloro-phenyl)-4,5-dimethyl-4,5-dihydro-imidazole-1-carbonyl chloride), CN1C(=CC=C1)C(=O)N1CCNCC1 ((1-methyl-1H-pyrrol-2-yl)-piperazin-1-yl-methanone). Product: C(C)(C)(C)C1=CC(=C(C=N1)C=1N([C@]([C@](N1)(C)C1=CC=C(C=C1)Cl)(C)C1=CC=C(C=C1)Cl)C(=O)N1CCN(CC1)C(=O)C=1N(C=CC1)C)OCC ([(4S,5R)-2-(6-tert-Butyl-4-ethoxy-pyridin-3-yl)-4,5-bis-(4-chloro-phenyl)-4,5-dimethyl-4,5-dihydro-imidazol-1-yl]-[4-(1-methyl-1H-pyrrole-2-carbonyl)-piperazin-1-yl]-methanone). As a reaction SMILES: [C:1]([C:5]1[N:10]=[CH:9][C:8]([C:11]2[N:12]([C:32](Cl)=[O:33])[C@@:13]([C:25]3[CH:30]=[CH:29][C:28]([Cl:31])=[CH:27][CH:26]=3)([CH3:24])[C@@:14]([C:17]3[CH:22]=[CH:21][C:20]([Cl:23])=[CH:19][CH:18]=3)([CH3:16])[N:15]=2)=[C:7]([O:35][CH2:36][CH3:37])[CH:6]=1)([CH3:4])([CH3:3])[CH3:2].[CH3:38][N:39]1[CH:43]=[CH:42][CH:41]=[C:40]1[C:44]([N:46]1[CH2:51][CH2:50][NH:49][CH2:48][CH2:47]1)=[O:45]>>[C:1]([C:5]1[N:10]=[CH:9][C:8]([C:11]2[N:12]([C:32]([N:49]3[CH2:48][CH2:47][N:46]([C:44]([C:40]4[N:39]([CH3:38])[CH:43]=[CH:42][CH:41]=4)=[O:45])[CH2:51][CH2:50]3)=[O:33])[C@@:13]([C:25]3[CH:26]=[CH:27][C:28]([Cl:31])=[CH:29][CH:30]=3)([CH3:24])[C@@:14]([C:17]3[CH:18]=[CH:19][C:20]([Cl:23])=[CH:21][CH:22]=3)([CH3:16])[N:15]=2)=[C:7]([O:35][CH2:36][CH3:37])[CH:6]=1)([CH3:2])([CH3:3])[CH3:4]. Reported procedure: In a manner analogous to the method described in examples 8, (4S,5R)-2-(6-tert-butyl-4-ethoxy-pyridin-3-yl)-4,5-bis-(4-chloro-phenyl)-4,5-dimethyl-4,5-dihydro-imidazole-1-carbonyl chloride (example 51) was coupled with (1-methyl-1H-pyrrol-2-yl)-piperazin-1-yl-methanone (Enamine) to give the title compound. HR-MS (ES, m/z) calculated for C39H45Cl2N6O3 [(M+H)+] 715.2925, observed 715.2926. The reactants are BrC=1C=CC(=C(C1)[C@@]1(COCC(N1)=O)C)F ((R)-5-(5-bromo-2-fluoro-phenyl)-5-methyl-morpholin-3-one), [Cl-].[NH4+] (ammonium chloride). Yields the product BrC=1C=CC(=C(C1)[C@]1(N=C(COC1)N)C)F ((R)-5-(5-Bromo-2-fluoro-phenyl)-5-methyl-5,6-dihydro-2H-[1,4]oxazin-3-ylamine). As a reaction SMILES: [Br:1][C:2]1[CH:3]=[CH:4][C:5]([F:16])=[C:6]([C@@:8]2([CH3:15])[NH:13][C:12](=O)[CH2:11][O:10][CH2:9]2)[CH:7]=1.[Cl-].[NH4+:18]>>[Br:1][C:2]1[CH:3]=[CH:4][C:5]([F:16])=[C:6]([C@:8]2([CH3:15])[CH2:9][O:10][CH2:11][C:12]([NH2:18])=[N:13]2)[CH:7]=1 |f:1.2|. Procedure details: In analogy to step a) in the synthesis of Building block I, the treatment of (R)-5-(5-bromo-2-fluoro-phenyl)-5-methyl-morpholin-3-one followed by the nucleophilic substitution with ammonium chloride yielded the title compound; its hydrochloride was obtained as a white solid (74% of theory). Mass (calculated) C11H12BrFN2O [287.13]; (found) [M+H]+=287, [M+2-H]+=289.